This data is from the Open Reaction Database (ORD), a public repository of structured organic reaction records. The task is: describe an organic reaction: reactants, conditions, products, and yield The product is NC1=CC=C(C=N1)C1=CC=C(C=C1)C=1N(C(C=2N=CN(C2N1)C1=CC=CC=C1)=O)C1=CC=C(C=C1)Cl (2-[4-(6-amino-pyridin-3-yl)-phenyl]-1-(4-chloro-phenyl)-9-phenyl-1,9-dihydro-purin-6-one). RXN SMILES: [Cl:1][C:2]1[CH:7]=[CH:6][C:5]([N:8]2[C:16](=[O:17])[C:15]3[N:14]=[CH:13][N:12]([C:18]4[CH:23]=[CH:22][CH:21]=[CH:20][CH:19]=4)[C:11]=3[N:10]=[C:9]2[C:24]2[CH:29]=[CH:28][C:27](B3OC(C)(C)C(C)(C)O3)=[CH:26][CH:25]=2)=[CH:4][CH:3]=1.[NH2:39][C:40]1[CH:45]=[CH:44][C:43](Br)=[CH:42][N:41]=1.C([O-])([O-])=O.[Cs+].[Cs+]>CN(C=O)C.C1C=CC(P(C2C=CC=CC=2)[C-]2C=CC=C2)=CC=1.C1C=CC(P(C2C=CC=CC=2)[C-]2C=CC=C2)=CC=1.Cl[Pd]Cl.[Fe+2]>[NH2:39][C:40]1[N:41]=[CH:42][C:43]([C:27]2[CH:28]=[CH:29][C:24]([C:9]3[N:8]([C:5]4[CH:4]=[CH:3][C:2]([Cl:1])=[CH:7][CH:6]=4)[C:16](=[O:17])[C:15]4[N:14]=[CH:13][N:12]([C:18]5[CH:23]=[CH:22][CH:21]=[CH:20][CH:19]=5)[C:11]=4[N:10]=3)=[CH:25][CH:26]=2)=[CH:44][CH:45]=1 |f:2.3.4,6.7.8.9|. Reaction conditions: temperature 100 celsius. Reported procedure: A solution of 1-(4-chloro-phenyl)-9-phenyl-2-[4-(4,4,5,5-tetramethyl-[1,3,2]dioxaborolan-2-yl)-phenyl]-1,9-dihydro-purin-6-one (180 mg, 0.34 mmol) and 2-amino-5-bromopyridine (89 mg, 0.51 mmol) in anhydrous DMF (3 mL) was treated sequentially with Cs2CO3 (224 mg, 0.69 mmol) and Pd(dppf)2Cl2 (14 mg, 0.017 mmol). The reaction mixture was degassed with N2 and heated at 100° C. for 24 h. The reaction was cooled to room temperature, diluted with H2O, and extracted with EtOAc. The combined organics we... Solvent: CN(C)C=O (DMF). Reactants: ClC1=CC=C(C=C1)N1C(=NC=2N(C=NC2C1=O)C1=CC=CC=C1)C1=CC=C(C=C1)B1OC(C(O1)(C)C)(C)C (1-(4-chloro-phenyl)-9-phenyl-2-[4-(4,4,5,5-tetramethyl-[1,3,2]dioxaborolan-2-yl)-phenyl]-1,9-dihydro-purin-6-one), NC1=NC=C(C=C1)Br (2-amino-5-bromopyridine), C(=O)([O-])[O-].[Cs+].[Cs+] (Cs2CO3). Reagents/catalysts: C1=CC=C(C=C1)P([C-]2C=CC=C2)C3=CC=CC=C3.C1=CC=C(C=C1)P([C-]2C=CC=C2)C3=CC=CC=C3.Cl[Pd]Cl.[Fe+2] (Pd(dppf)2Cl2). Reactants: CCOCC, COc1ccc(F)cc1CCl, I, [Mg]. Yields the product [Cl-], COc1ccc(F)cc1C[Mg+]. Reaction SMILES: [CH3:14][CH2:15][O:16][CH2:17][CH3:18].[F:2][c:3]1[cH:4][cH:5][c:6]([O:11][CH3:12])[c:7]([CH2:8][Cl:9])[cH:10]1.[I:13].[Mg:1]>>[Cl-:9].[Mg+:1][CH2:8][c:7]1[c:6]([O:11][CH3:12])[cH:5][cH:4][c:3]([F:2])[cH:10]1. Starting materials: COC(=O)C(CC#N)c1ccccc1, CCOC(C)=O. The product is O=C1NCCC1c1ccccc1. As a reaction SMILES: [C:1](#[N:2])[CH2:3][CH:4]([C:5](=[O:6])[O:7][CH3:8])[c:9]1[cH:10][cH:11][cH:12][cH:13][cH:14]1.[CH3:15][CH2:16][O:17][C:18](=[O:19])[CH3:20]>>[CH2:1]1[NH:2][C:5](=[O:6])[CH:4]([c:9]2[cH:10][cH:11][cH:12][cH:13][cH:14]2)[CH2:3]1.